Dataset: the Open Reaction Database (ORD), a public repository of structured organic reaction records. Task: describe an organic reaction: reactants, conditions, products, and yield Starting materials: C(C=C)N (allylamine), CS(=O)(=O)OC[C@@H](C)NS(=O)(=O)C1=C(C=CC=C1)[N+](=O)[O-] ((R)-2-(2-nitrophenylsulfonamido)propyl methanesulfonate). Solvent: O1CCCC1 (tetrahydrofuran). Conditions: temperature 80 celsius, time 16 hour. The product is C(C=C)NC[C@@H](C)NS(=O)(=O)C1=C(C=CC=C1)[N+](=O)[O-] ((R)—N-{1-(allylamino)propan-2-yl}-2-nitrobenzenesulfonamide). As a reaction SMILES: [CH2:1]([NH2:4])[CH:2]=[CH2:3].CS(O[CH2:10][C@H:11]([NH:13][S:14]([C:17]1[CH:22]=[CH:21][CH:20]=[CH:19][C:18]=1[N+:23]([O-:25])=[O:24])(=[O:16])=[O:15])[CH3:12])(=O)=O>O1CCCC1>[CH2:1]([NH:4][CH2:12][C@H:11]([NH:13][S:14]([C:17]1[CH:22]=[CH:21][CH:20]=[CH:19][C:18]=1[N+:23]([O-:25])=[O:24])(=[O:16])=[O:15])[CH3:10])[CH:2]=[CH2:3]. Procedure details: 5.4 mL of allylamine was added to a tetrahydrofuran (100 mL) solution of 8.2 g of (R)-2-(2-nitrophenylsulfonamido)propyl methanesulfonate, and the mixture was stirred at 80° C. for 16 hours. After the completion of reaction, the reaction solution was returned to room temperature, and 100 mL of saturated saline was added thereto. From this mixed solution, two extractions were performed with 100 mL of ethyl acetate. The extract was dried over anhydrous sodium sulfate. After filtration, the filtrat...